From a dataset of the Open Reaction Database (ORD), a public repository of structured organic reaction records. describe an organic reaction: reactants, conditions, products, and yield The reactants are COC(=O)C=1C(=C2C=C(C(N(C2=C(N1)C=1C=NC=CC1)CC1=CC=CC=C1)=O)C=1C=NC=CC1)O (1-benzyl-5-hydroxy-2-oxo-3,8-di-pyridin-3-yl-1,2-dihydro-[1,7]naphthyridine-6-carboxylic acid methyl ester), NCCC(=O)O (β-alanine), C[O-].[Na+] (NaOMe). Yields the product C(C1=CC=CC=C1)N1C(C(=CC2=C(C(=NC(=C12)C=1C=NC=CC1)C(=O)NCCC(=O)O)O)C=1C=NC=CC1)=O (3-[(1-Benzyl-5-hydroxy-2-oxo-3,8-di-pyridin-3-yl-1,2-dihydro-[1,7]naphthyridine-6-carbonyl)-amino]-propionic acid). Isolated yield 33.4%. As a reaction SMILES: CO[C:3]([C:5]1[C:6]([OH:35])=[C:7]2[C:12](=[C:13]([C:15]3[CH:16]=[N:17][CH:18]=[CH:19][CH:20]=3)[N:14]=1)[N:11]([CH2:21][C:22]1[CH:27]=[CH:26][CH:25]=[CH:24][CH:23]=1)[C:10](=[O:28])[C:9]([C:29]1[CH:30]=[N:31][CH:32]=[CH:33][CH:34]=1)=[CH:8]2)=[O:4].[NH2:36][CH2:37][CH2:38][C:39]([OH:41])=[O:40].C[O-].[Na+]>>[CH2:21]([N:11]1[C:12]2[C:7](=[C:6]([OH:35])[C:5]([C:3]([NH:36][CH2:37][CH2:38][C:39]([OH:41])=[O:40])=[O:4])=[N:14][C:13]=2[C:15]2[CH:16]=[N:17][CH:18]=[CH:19][CH:20]=2)[CH:8]=[C:9]([C:29]2[CH:30]=[N:31][CH:32]=[CH:33][CH:34]=2)[C:10]1=[O:28])[C:22]1[CH:27]=[CH:26][CH:25]=[CH:24][CH:23]=1 |f:2.3|. Reported procedure: A mixture of 1-benzyl-5-hydroxy-2-oxo-3,8-di-pyridin-3-yl-1,2-dihydro-[1,7]naphthyridine-6-carboxylic acid methyl ester (18 mg, 0.039 mmol), β-alanine (553 mg, 6.21 mmol) and NaOMe solution (9 mL, 4.66 mmol, 0.5 M in MeOH) was refluxed for 16 h. After the mixture was cooled to r.t., the solvent was evaporated in vacuo. The residue was partitioned between EtOAc and water. 1 M HCl was added with vigorous stirring until pH was about 3-4. The aqueous layer was extracted with additional EtOAc, and th... Starting materials: CC(C)(C)N1C(=O)C(NCC(=O)O)=C(c2ccccc2)S1(=O)=O, COc1ccc(O)cc1. The product is COc1ccc(OC(=O)CNC2=C(c3ccccc3)S(=O)(=O)N(C(C)(C)C)C2=O)cc1. Reaction SMILES: [C:1]([CH3:2])([CH3:3])([CH3:4])[N:5]1[S:6](=[O:22])(=[O:23])[C:7]([c:16]2[cH:17][cH:18][cH:19][cH:20][cH:21]2)=[C:8]([NH:11][CH2:12][C:13](=[O:14])[OH:15])[C:9]1=[O:10].[CH3:24][O:25][c:26]1[cH:27][cH:28][c:29]([OH:32])[cH:30][cH:31]1>>[C:1]([CH3:2])([CH3:3])([CH3:4])[N:5]1[S:6](=[O:22])(=[O:23])[C:7]([c:16]2[cH:17][cH:18][cH:19][cH:20][cH:21]2)=[C:8]([NH:11][CH2:12][C:13](=[O:14])[O:15][c:29]2[cH:28][cH:27][c:26]([O:25][CH3:24])[cH:31][cH:30]2)[C:9]1=[O:10]. Starting materials: FC=1C=C2C=3C=4C(CC(CC4NC3C1)(C)C)=NNC2=O (8-fluoro-2,2-dimethyl-2,3,5,10-tetrahydro-[1,2]diazepino[3,4,5,6-def]carbazol-6(1H)-one), CN(C)CCCl (N,N-dimethylamino-2-chloroethane), CN(CCN1C=2C=CC=C3C2C=2C(CC(CC12)(C)C)=NNC3=O)C (10-(2-(dimethylamino)ethyl)-2,2-dimethyl-2,3,5,10-tetrahydro-[1,2]diazepino[3,4,5,6-def]carbazol-6(1H)-one). The product is CN(CCN1C=2C=C(C=C3C2C=2C(CC(CC12)(C)C)=NNC3=O)F)C (10-(2-(dimethylamino)ethyl)-8-fluoro-2,2-dimethyl-2,3,5,10-tetrahydro-[1,2]diazepino[3,4,5,6-def]carbazol-6(1H)-one). RXN SMILES: [F:1][C:2]1[CH:3]=[C:4]2[C:19](=[O:20])[NH:18][N:17]=[C:7]3[CH2:8][C:9]([CH3:16])([CH3:15])[CH2:10][C:11]4[NH:12][C:13]([CH:14]=1)=[C:5]2[C:6]=43.[CH3:21][N:22]([CH2:24][CH2:25]Cl)[CH3:23].CN(C)CCN1C2CC(C)(C)CC3=NNC(=O)C4C(C=23)=C1C=CC=4>>[CH3:21][N:22]([CH3:23])[CH2:24][CH2:25][N:12]1[C:11]2[CH2:10][C:9]([CH3:16])([CH3:15])[CH2:8][C:7]3=[N:17][NH:18][C:19](=[O:20])[C:4]4[C:5]([C:6]=23)=[C:13]1[CH:14]=[C:2]([F:1])[CH:3]=4. Reported procedure: Compound 40 was prepared from 8-fluoro-2,2-dimethyl-2,3,5,10-tetrahydro-[1,2]diazepino[3,4,5,6-def]carbazol-6(1H)-one and N,N-dimethylamino-2-chloroethane according to the procedures similar to those for Compound 28. 1H NMR (DMSO-d6) δ 10.1 (s, 1H), 7.56 (dd, 1H, J=9.6, 1.8 Hz), 7.21 (dd, 1H, J=10.2, 1.8 Hz), 4.22 (m, 2H), 2.74 (s, 2H), 2.51 (m, 2H), 2.26 (s, 2H), 2.17 (s, 6H), and 1.06 (s, 6H). MS (ESI) m/e [M+1]+ 343. Starting materials: CO, [Na+], [OH-], O=C(OCc1nc2cc(CN3CCN(C(c4ccccc4)c4ccccc4)CC3)ccc2[nH]1)c1ccccc1. Product: OCc1nc2cc(CN3CCN(C(c4ccccc4)c4ccccc4)CC3)ccc2[nH]1. Reaction SMILES: [CH3:42][OH:43].[Na+:41].[OH-:40].[c:1]1([CH:7]([N:8]2[CH2:9][CH2:10][N:11]([CH2:14][c:15]3[cH:16][c:17]4[c:18]([nH:19][c:20]([CH2:22][O:23][C:24](=[O:25])[c:26]5[cH:27][cH:28][cH:29][cH:30][cH:31]5)[n:21]4)[cH:32][cH:33]3)[CH2:12][CH2:13]2)[c:34]2[cH:35][cH:36][cH:37][cH:38][cH:39]2)[cH:2][cH:3][cH:4][cH:5][cH:6]1>>[c:1]1([CH:7]([N:8]2[CH2:9][CH2:10][N:11]([CH2:14][c:15]3[cH:16][c:17]4[c:18]([nH:19][c:20]([CH2:22][OH:23])[n:21]4)[cH:32][cH:33]3)[CH2:12][CH2:13]2)[c:34]2[cH:35][cH:36][cH:37][cH:38][cH:39]2)[cH:2][cH:3][cH:4][cH:5][cH:6]1.